This data is from the Open Reaction Database (ORD), a public repository of structured organic reaction records. The task is: describe an organic reaction: reactants, conditions, products, and yield The reactants are C(C=C)C1=C(C=CC=2C(C3=CC=CC=C3OC12)=O)O (4-allyl-3-hydroxy-9-oxo-9H-xanthene), ClC1=CC(=CC=C1)C(=O)OO (m-chloroperbenzoic acid), C(Cl)(Cl)Cl (chloroform), C([O-])([O-])=O.[K+].[K+] (potassium carbonate). The solvent is O (water). Reaction conditions: time 5 hour. The product is O=C1C=2C=CC=CC2OC=2C3=C(C=CC12)OC(C3)C(=O)O (1,2-dihydro-6-oxo-6H-furo[2,3-c]xanthene-2-carboxylic acid). Isolated yield 35.8%. As a reaction SMILES: C([C:4]1[C:17]2[O:16][C:15]3[C:10](=[CH:11][CH:12]=[CH:13][CH:14]=3)[C:9](=[O:18])[C:8]=2[CH:7]=[CH:6][C:5]=1O)C=C.ClC1C=CC=[C:23]([C:27](OO)=[O:28])C=1.C(Cl)(Cl)Cl.[C:35](=[O:38])([O-])[O-:36].[K+].[K+]>O>[O:18]=[C:9]1[C:8]2[CH:7]=[CH:6][C:5]3[O:28][CH:27]([C:35]([OH:36])=[O:38])[CH2:23][C:4]=3[C:17]=2[O:16][C:15]2[CH:14]=[CH:13][CH:12]=[CH:11][C:10]1=2 |f:3.4.5|. Procedure: A mixture of 4-allyl-3-hydroxy-9-oxo-9H-xanthene (10 g), m-chloroperbenzoic acid (21 g) and chloroform (1,000 ml) was stirred at room temperature for 5 hours and thereafter left to stand overnight. To the mixture, potassium carbonate (40 g) and water (1,000 ml) were added and the resulting mixture was extracted with chloroform. The chloroform layer was dried and the solvent was distilled off. The residue was dissolved in acetone (2,000 ml) and, to the stirred solution, a mixture of chromium trio... The reactants are FC=1C(=NC=C(C1)F)O[C@H]1CN(CC1)C(=O)OC(C)(C)C ((R)-tert-butyl 3-(3,5-difluoropyridin-2-yloxy)pyrrolidine-1-carboxylate), O1CCOCC1 (dioxane), Cl (HCl). Reaction conditions: time 8 hour. RXN SMILES: [F:1][C:2]1[C:3]([O:9][C@@H:10]2[CH2:14][CH2:13][N:12](C(OC(C)(C)C)=O)[CH2:11]2)=[N:4][CH:5]=[C:6]([F:8])[CH:7]=1.O1CCOCC1.[ClH:28]>>[F:1][C:2]1[C:3]([O:9][C@@H:10]2[CH2:14][CH2:13][NH:12][CH2:11]2)=[N:4][CH:5]=[C:6]([F:8])[CH:7]=1.[ClH:28]. Yields the product FC=1C(=NC=C(C1)F)O[C@H]1CNCC1 ((R)-3,5-difluoro-2-(pyrrolidin-3-yloxy)pyridine), Cl (HCl). Procedure details: (R)-tert-butyl 3-(3,5-difluoropyridin-2-yloxy)pyrrolidine-1-carboxylate (0.83 g, 2.75 mmol) was dissolved in 4M HCl in dioxane (5 mL, 200 mmol) and stirred overnight at rt. The mixture was concentrated to leave (R)-3,5-difluoro-2-(pyrrolidin-3-yloxy)pyridine as its HCl salt (722 mg, quant). LC-MS Method 1 tR=0.58 min, m/z=201.